This data is from the Open Reaction Database (ORD), a public repository of structured organic reaction records. The task is: describe an organic reaction: reactants, conditions, products, and yield The reactants are COC=1C=C(C=CC1)NC1CCN(CC1)CCC (N-(3-methoxyphenyl)-1-propyl-4-piperidinamine), C(C)N(C(C1=CC=C(C=C1)Br)=O)CC (N,N-diethyl-4-bromobenzamide), CC(C)([O-])C.[Na+] (sodium t-butoxide). The reagents and catalysts are C=1C=CC(=CC1)/C=C/C(=O)/C=C/C2=CC=CC=C2.C=1C=CC(=CC1)/C=C/C(=O)/C=C/C2=CC=CC=C2.C=1C=CC(=CC1)/C=C/C(=O)/C=C/C2=CC=CC=C2.[Pd].[Pd] (tris(dibenzylideneacetone)-dipalladium(0)), C1=CC=C(C=C1)P(C2=CC=CC=C2)C3=C(C4=CC=CC=C4C=C3)C5=C(C=CC6=CC=CC=C65)P(C7=CC=CC=C7)C8=CC=CC=C8 ((R)-(+)-2,2′-bis(diphenylphosphino)-1,1′-binapthyl). The solvent is C1(=CC=CC=C1)C (toluene). Yields the product C(C)N(C(C1=CC=C(C=C1)N(C1CCN(CC1)CCC)C1=CC(=CC=C1)OC)=O)CC (N,N-diethyl-4-[3-methoxyphenyl(1-propylpiperidin-4yl)amino]benzamide). Yield: 53.6%. RXN SMILES: [CH3:1][O:2][C:3]1[CH:4]=[C:5]([NH:9][CH:10]2[CH2:15][CH2:14][N:13]([CH2:16][CH2:17][CH3:18])[CH2:12][CH2:11]2)[CH:6]=[CH:7][CH:8]=1.[CH2:19]([N:21]([CH2:31][CH3:32])[C:22](=[O:30])[C:23]1[CH:28]=[CH:27][C:26](Br)=[CH:25][CH:24]=1)[CH3:20].CC(C)([O-])C.[Na+]>C1(C)C=CC=CC=1.C1C=CC(/C=C/C(/C=C/C2C=CC=CC=2)=O)=CC=1.C1C=CC(/C=C/C(/C=C/C2C=CC=CC=2)=O)=CC=1.C1C=CC(/C=C/C(/C=C/C2C=CC=CC=2)=O)=CC=1.[Pd].[Pd].C1C=CC(P(C2C=CC3C(=CC=CC=3)C=2C2C3C(=CC=CC=3)C=CC=2P(C2C=CC=CC=2)C2C=CC=CC=2)C2C=CC=CC=2)=CC=1>[CH2:31]([N:21]([CH2:19][CH3:20])[C:22](=[O:30])[C:23]1[CH:28]=[CH:27][C:26]([N:9]([C:5]2[CH:6]=[CH:7][CH:8]=[C:3]([O:2][CH3:1])[CH:4]=2)[CH:10]2[CH2:15][CH2:14][N:13]([CH2:16][CH2:17][CH3:18])[CH2:12][CH2:11]2)=[CH:25][CH:24]=1)[CH3:32] |f:2.3,5.6.7.8.9|. Procedure: A solution of 3.5 g (14.1 mmol) of N-(3-methoxyphenyl)-1-propyl-4-piperidinamine, 3.61 g (14.1 mmol) of N,N-diethyl-4-bromobenzamide, 129 mg (0.141 mmol) tris(dibenzylideneacetone)-dipalladium(0) (Pd2dba3), 263 mg (0.423 mmol) of (R)-(+)-2,2′-bis(diphenylphosphino)-1,1′-binapthyl (+BINAP) and 1.89 g (19.7 mmol) of sodium t-butoxide in 25 mL of dry toluene was heated at 110° C. under Ar in a pressure vessel for 16 h. The mixture was cooled and partitioned between CH2Cl2 and H2O. The organic layer... The reactants are O=C([O-])[O-], CS(C)=O, [Cs+], [Cs+], N#Cc1c(F)cccc1F, COC(=O)c1ccc(F)cc1O. Yields the product COC(=O)c1ccc(F)cc1Oc1cccc(F)c1C#N. As a reaction SMILES: [C:23](=[O:24])([O-:25])[O-:26].[CH3:29][S:30](=[O:31])[CH3:32].[Cs+:27].[Cs+:28].[F:13][c:14]1[c:15]([C:16]#[N:17])[c:18]([F:22])[cH:19][cH:20][cH:21]1.[F:1][c:2]1[cH:3][c:4]([OH:12])[c:5]([C:6](=[O:7])[O:8][CH3:9])[cH:10][cH:11]1>>[F:1][c:2]1[cH:3][c:4]([O:12][c:18]2[c:15]([C:16]#[N:17])[c:14]([F:13])[cH:21][cH:20][cH:19]2)[c:5]([C:6](=[O:7])[O:8][CH3:9])[cH:10][cH:11]1. Reactants: CN1CCN(CC1)C1=NC(=CC2=CC=CC=C12)N (1-(4-methyl-1-piperazinyl)-3-isoquinolinylamine), N1=CC=CC=C1 (pyridine), C1(=CC=CC=C1)S(=O)(=O)Cl (benzenesulfonyl chloride). Solvent: C(Cl)Cl (CH2Cl2), C(Cl)Cl (CH2Cl2). Conditions: time 16 hour. Product: Cl.CN1CCN(CC1)C1=NC(=CC2=CC=CC=C12)NS(=O)(=O)C1=CC=CC=C1 (N-[1-(4-Methyl-1-piperazinyl)-3-isoquinolinyl]benzenesulfonamide, hydrochloride). The yield is 57.0%. Reaction SMILES: [CH3:1][N:2]1[CH2:7][CH2:6][N:5]([C:8]2[C:17]3[C:12](=[CH:13][CH:14]=[CH:15][CH:16]=3)[CH:11]=[C:10]([NH2:18])[N:9]=2)[CH2:4][CH2:3]1.N1C=CC=CC=1.[C:25]1([S:31]([Cl:34])(=[O:33])=[O:32])[CH:30]=[CH:29][CH:28]=[CH:27][CH:26]=1>C(Cl)Cl>[ClH:34].[CH3:1][N:2]1[CH2:3][CH2:4][N:5]([C:8]2[C:17]3[C:12](=[CH:13][CH:14]=[CH:15][CH:16]=3)[CH:11]=[C:10]([NH:18][S:31]([C:25]3[CH:30]=[CH:29][CH:28]=[CH:27][CH:26]=3)(=[O:33])=[O:32])[N:9]=2)[CH2:6][CH2:7]1 |f:4.5|. Reported procedure: To a solution of 1-(4-methyl-1-piperazinyl)-3-isoquinolinylamine (commercially available; 0.26 g, 1.07 mmol) and pyridine (0.60 mL, 7.51 mmol) in CH2Cl2 (3.0 mL) was added benzenesulfonyl chloride (151 μL, 1.18 mmol) in CH2Cl2 (1 mL). The mixture was stirred at room temperature for 16 hours and left in the refrigerator for 24 hours. The precipitate was collected by filtration to give 0.255 g (57%) of the pure product as the HCl-salt: 1H NMR (DMSO-d6) δ 10.93 (s, 2H), 7.96–7.90 (m, 3H), 7.79–7.75... Starting materials: C(C)C1=NOC(=C1)Cl (Ethyl-5-chloroisoxazole), [OH-].[Li+] (lithium hydroxide), O1CCOCC1 (dioxane). Conditions: time 1 hour. Product: ClC1=CC(=NO1)C(=O)O (5-chloroisoxazole-3-carboxylic acid). Reaction SMILES: C(C1[CH:7]=[C:6]([Cl:8])[O:5][N:4]=1)C.[OH-:9].[Li+].[O:11]1[CH2:16][CH2:15]OCC1>>[Cl:8][C:6]1[O:5][N:4]=[C:15]([C:16]([OH:11])=[O:9])[CH:7]=1 |f:1.2|. Reported procedure: Ethyl-5-chloroisoxazole (1.5 g; 8.54 mmol) was added to a mixture of lithium hydroxide (10 mL; 2M in water) and dioxane (10 mL). The reaction mixture was stirred vigorously at room temperature for 1 h and concentrated under reduced pressure. The crude material was reputed between ethyl acetate and HCl 1M; the phases were separated and the aqueous were extracted with ethyl acetate. The organic rejoined were dried, concentrated under reduced pressure and the crude material 1.2 g (95%) was used wit... Reactants: N1(C=CC2=CC=CC=C12)C(C(=O)OCC)C(=O)OCC (diethyl (1H-indol-1-yl)malonate), [OH-].[K+] (potassium hydroxide). Solvent: C(C)O (ethanol). Run at time 8 hour. Yields the product monoethyl ester, N1(C=CC2=CC=CC=C12)C(C(=O)O)C(=O)O ((1H-indol-1-yl)malonic acid). As a reaction SMILES: [N:1]1([CH:10]([C:16]([O:18]CC)=[O:17])[C:11]([O:13]CC)=[O:12])[C:9]2[C:4](=[CH:5][CH:6]=[CH:7][CH:8]=2)[CH:3]=[CH:2]1.[OH-].[K+]>C(O)C>[N:1]1([CH:10]([C:11]([OH:13])=[O:12])[C:16]([OH:18])=[O:17])[C:9]2[C:4](=[CH:5][CH:6]=[CH:7][CH:8]=2)[CH:3]=[CH:2]1 |f:1.2|. Reported procedure: To a solution of diethyl (1H-indol-1-yl)malonate (0.02 mole) in 25 ml of absolute ethanol is added 25 ml (0.02 mole) of 0.8 N ethanolic potassium hydroxide. This solution is stirred overnight. The solvent is flash evaporated and the residue is dissolved in 25 ml of water and washed twice with 50 ml of ether. The aqueous phase is separated, acidified to pH of 2.5, saturated with sodium chloride and extracted twice with 80 ml of ether. The ether extracts are combined, dried and evaporated to give ... The reactants are BrB(Br)Br, CCCn1c(CCCc2ccc(OC)cc2)c(C)n(Cc2ccc(C)c(C)c2)c1=O, CCOCC, ClCCl. Product: CCCn1c(CCCc2ccc(O)cc2)c(C)n(Cc2ccc(C)c(C)c2)c1=O. Reaction SMILES: [B:31]([Br:32])([Br:33])[Br:34].[CH3:1][c:2]1[cH:3][c:4]([CH2:5][n:6]2[c:7](=[O:26])[n:8]([CH2:23][CH2:24][CH3:25])[c:9]([CH2:12][CH2:13][CH2:14][c:15]3[cH:16][cH:17][c:18]([O:21][CH3:22])[cH:19][cH:20]3)[c:10]2[CH3:11])[cH:27][cH:28][c:29]1[CH3:30].[CH3:38][CH2:39][O:40][CH2:41][CH3:42].[Cl:35][CH2:36][Cl:37]>>[CH3:1][c:2]1[cH:3][c:4]([CH2:5][n:6]2[c:7](=[O:26])[n:8]([CH2:23][CH2:24][CH3:25])[c:9]([CH2:12][CH2:13][CH2:14][c:15]3[cH:16][cH:17][c:18]([OH:21])[cH:19][cH:20]3)[c:10]2[CH3:11])[cH:27][cH:28][c:29]1[CH3:30].